This data is from the Open Reaction Database (ORD), a public repository of structured organic reaction records. The task is: describe an organic reaction: reactants, conditions, products, and yield Starting materials: TEA, CS(=O)(=O)Cl (methanesulfonylchloride), N1(CCCCC1)N (piperidin-1-ylamine). Run at time 3 hour. Yields the product N1(CCCCC1)NS(=O)(=O)C (N-piperidin-1-yl-methanesulfonamide). As a reaction SMILES: [CH3:1][S:2](Cl)(=[O:4])=[O:3].[N:6]1([NH2:12])[CH2:11][CH2:10][CH2:9][CH2:8][CH2:7]1>>[N:6]1([NH:12][S:2]([CH3:1])(=[O:4])=[O:3])[CH2:11][CH2:10][CH2:9][CH2:8][CH2:7]1. Procedure: TEA (2.43 mL, 17.46 mmol) and methanesulfonylchloride (2.0 g, 17.46 mmol). were added to a solution of piperidin-1-ylamine Compound 1i1 (1.75 g, 17.46 mmol) at 0° C., under a N2 atmosphere. The mixture was stirred for 3 hrs, while warming to r.t. The reaction was quenched with water (20 mL) and the organic layer was diluted with CH2Cl2 (100 mL), washed with water and brine, separated and dried with anhydrous sodium sulfate, then filtered and concentrated in vacuo to yield N-piperidin-1-yl-methan... The reactants are BrC(C(=O)O)CCCC (2-bromohexanoic acid), NC1=C(C=CC=C1)S (2-aminothiophenol), C(=O)([O-])[O-].[K+].[K+] (K2CO3), C(CCl)Cl (EDC), C=1C=CC2=C(C1)N=NN2O (HOBt). The solvent is CN(C)C=O (DMF), Cl (HCl). Run at time 1 hour. Product: C(CCC)C1C(NC2=C(S1)C=CC=C2)=O (2-Butyl-2H-benzo[b][1,4]thiazin-3(4H)-one). Reaction SMILES: Br[CH:2]([CH2:6][CH2:7][CH2:8][CH3:9])[C:3]([OH:5])=O.[NH2:10][C:11]1[CH:16]=[CH:15][CH:14]=[CH:13][C:12]=1[SH:17].C([O-])([O-])=O.[K+].[K+].C(Cl)CCl.C1C=CC2N(O)N=NC=2C=1>CN(C=O)C.Cl>[CH2:6]([CH:2]1[S:17][C:12]2[CH:13]=[CH:14][CH:15]=[CH:16][C:11]=2[NH:10][C:3]1=[O:5])[CH2:7][CH2:8][CH3:9] |f:2.3.4|. Procedure details: To a solution of 2-bromohexanoic acid (10 mmol, 1951 mg) in DMF (10 ml) was added 2-aminothiophenol (10 mmol, 1252 mg) and K2CO3 (50 mmol, 9.9 g) and the reaction mixture stirred at room temperature for 1 h. EDC (10 mmol, 1917 mg) and HOBt (10 mmol, 1351 mg) were added and the reaction mixture was stirred at room temperature for a further 1.5 h. The reaction mixture was diluted with 1N HCl and extracted with ethyl acetate. The organic phase was washed with sat. NaHCO3, brine, dried over Na2SO4 a... Reactants: C(C)(C)OC=1C=C(C(=O)OCC)C=CC1 (ethyl 3-isopropyloxybenzoate), [H-].[Al+3].[Li+].[H-].[H-].[H-] (lithium aluminum hydride), O (water). The solvent is O1CCCC1 (tetrahydrofuran). Reaction conditions: time 1 hour. Product: C(C)(C)OC=1C=C(CO)C=CC1 (3-isopropyloxybenzyl alcohol). RXN SMILES: [CH:1]([O:4][C:5]1[CH:6]=[C:7]([CH:13]=[CH:14][CH:15]=1)[C:8](OCC)=[O:9])([CH3:3])[CH3:2].[H-].[Al+3].[Li+].[H-].[H-].[H-].O>O1CCCC1>[CH:1]([O:4][C:5]1[CH:6]=[C:7]([CH:13]=[CH:14][CH:15]=1)[CH2:8][OH:9])([CH3:3])[CH3:2] |f:1.2.3.4.5.6|. Procedure: To a solution of ethyl 3-isopropyloxybenzoate (12.0. g, 61.8 mmol) in tetrahydrofuran (100 ml) was added lithium aluminum hydride (3.52 g, 92.7 mmol) by small portions under ice-cooling. The mixture was stirred at room temperature for 1 hr. and water (10 ml) was added under ice-cooling to allow decomposition. Insoluble material was filtered off and the solvent was evaporated under reduced pressure. The residue was purified by silica gel chromatography (hexane:ethyl acetate=3:1) to give the objec... Starting materials: C(C=C)(=O)OC(C(F)(F)F)(C(C(C(C(C(C(C(C(F)(F)F)(F)F)(F)F)(F)F)(F)F)(F)F)(F)F)(F)F)F (perfluorooctylethyl acrylate), C(C(=C)C)(=O)[O-] (methacrylate), Ferrite. Run in C1(=CC=CC=C1)C (toluene). Yields the product C(C=C)(=O)OC(C(F)(F)F)(C(C(C(C(C(C(C(C(F)(F)F)(F)F)(F)F)(F)F)(F)F)(F)F)(F)F)(F)F)F (perfluorooctylethyl acrylate), C(C(=C)C)(=O)[O-] (methacrylate), C (carbon black), melamine resin. Reaction SMILES: [C:1]([O:5][C:6]([F:36])([C:11]([F:35])([F:34])[C:12]([F:33])([F:32])[C:13]([F:31])([F:30])[C:14]([F:29])([F:28])[C:15]([F:27])([F:26])[C:16]([F:25])([F:24])[C:17]([F:23])([F:22])[C:18]([F:21])([F:20])[F:19])[C:7]([F:10])([F:9])[F:8])(=[O:4])[CH:2]=[CH2:3].[C:37]([O-:42])(=[O:41])[C:38]([CH3:40])=[CH2:39]>C1(C)C=CC=CC=1>[C:1]([O:5][C:6]([F:36])([C:11]([F:34])([F:35])[C:12]([F:32])([F:33])[C:13]([F:30])([F:31])[C:14]([F:28])([F:29])[C:15]([F:26])([F:27])[C:16]([F:24])([F:25])[C:17]([F:23])([F:22])[C:18]([F:21])([F:20])[F:19])[C:7]([F:10])([F:9])[F:8])(=[O:4])[CH:2]=[CH2:3].[C:37]([O-:42])(=[O:41])[C:38]([CH3:40])=[CH2:39].[CH4:1]. Procedure: Ferrite particles (electrical resistance 1×109 Ω·cm), toluene, a copolymer of perfluorooctylethyl acrylate and methacrylate, carbon black (VXC-72 made by Cabot Co.) and cross-linked melamine resin were prepared in a mass ratio of 100:14:1.6:0.12:0.3. The copolymer was manufactured by copolymerization of perfluorooctylethyl acrylate and methacrylate in a copolymerization ratio of 40:60, and the weight average molecular weight Mw of the copolymer was 50,000. Starting materials: NC1[C@@H]2N(C(=C(CS2)C(C)SC2=NN=NN2)C(=O)OC(C)(C)C)C1=O (7-amino-3-(1-methyl-1,2,3,4-tetrazol-5-ylthiomethyl)-3-cephem-4-carboxylic acid, t-butyl ester), C1(CCCCC1)N=C=NC1CCCCC1 (dicyclohexylcarbodiimide), FC(S(=O)CC(=O)O)(F)F (trifluoromethylsulfinylacetic acid). Solvent: C1=CC=CC=C1 (benzene). Conditions: time 2 hour. Product: FC(S(=O)CC(=O)NC1[C@@H]2N(C(=C(CS2)C(C)SC2=NN=NN2)C(=O)OC(C)(C)C)C1=O)(F)F (7-trifluoromethylsulfinylacetamido-3-(1-methyl-1,2,3,4-tetrazol-5-ylthiomethyl)-3-cephem-4-carboxylic acid, t-butyl ester). The yield is 71.4%. RXN SMILES: [NH2:1][CH:2]1[C:24](=[O:25])[N:4]2[C:5]([C:17]([O:19][C:20]([CH3:23])([CH3:22])[CH3:21])=[O:18])=[C:6]([CH:9]([S:11][C:12]3[NH:16][N:15]=[N:14][N:13]=3)[CH3:10])[CH2:7][S:8][C@H:3]12.C1(N=C=NC2CCCCC2)CCCCC1.[F:41][C:42]([F:50])([F:49])[S:43]([CH2:45][C:46](O)=[O:47])=[O:44]>C1C=CC=CC=1>[F:41][C:42]([F:50])([F:49])[S:43]([CH2:45][C:46]([NH:1][CH:2]1[C:24](=[O:25])[N:4]2[C:5]([C:17]([O:19][C:20]([CH3:21])([CH3:23])[CH3:22])=[O:18])=[C:6]([CH:9]([S:11][C:12]3[NH:13][N:14]=[N:15][N:16]=3)[CH3:10])[CH2:7][S:8][C@H:3]12)=[O:47])=[O:44]. Procedure details: To a solution of 1.54 g (0.004 mol) of 7-amino-3-(1-methyl-1,2,3,4-tetrazol-5-ylthiomethyl)-3-cephem-4-carboxylic acid, t-butyl ester and 0.825 g (0.004 mol) of dicyclohexylcarbodiimide in 50 ml of benzene was added 0.704 g (0.004 mol) of trifluoromethylsulfinylacetic acid. The reaction mixture was stirred at 25° for 2 hr., then it was filtered and adsorbed onto 4 g of silica gel. Chromatography on 100 g of silica gel with 50:50 benzene-ethyl acetate gave 1.55 g (69 percent) of 7-trifluoromethyl... Reactants: O=C1CCC(=O)N1Br, O=C1OCc2ccccc21, ClC(Cl)(Cl)Cl, CC(C)(C#N)N=NC(C)(C)C#N. Product: O=C1OC(Br)c2ccccc21. As a reaction SMILES: [Br:11][N:12]1[C:13](=[O:14])[CH2:15][CH2:16][C:17]1=[O:18].[CH2:1]1[O:2][C:3](=[O:10])[c:4]2[cH:5][cH:6][cH:7][cH:8][c:9]21.[Cl:31][C:32]([Cl:33])([Cl:34])[Cl:35].[N:19]([C:20]([CH3:21])([CH3:22])[C:23]#[N:24])=[N:25][C:26]([CH3:27])([CH3:28])[C:29]#[N:30]>>[CH:1]1([Br:11])[O:2][C:3](=[O:10])[c:4]2[cH:5][cH:6][cH:7][cH:8][c:9]21.